This data is from the Open Reaction Database (ORD), a public repository of structured organic reaction records. The task is: describe an organic reaction: reactants, conditions, products, and yield Run in CN(C)C=O (DMF). Reported procedure: To a solution of 467 mg of sodium 7β-[2-(2-aminothiazol-4-yl)-(Z)-2-ethoxyiminoacetamido]-3-hydroxymethyl -3-cephem-4-carboxylate and 374 mg of 1-(2-guanidinoethyl) -5-mercapto-1H-tetrazole in 10 ml of DMF was added 500 mg of ethyl o-phenylenephosphate at -20° C. under stirring. The reaction mixture was stirred at -20° C. to 0° C. for 60 minutes, and was subjected to a column chromatography on silica gel (100 g), being washed with acetonitrile and eluted with a (5:1) mixture of acetonitrile and ... RXN SMILES: [NH2:1][C:2]1[S:3][CH:4]=[C:5](/[C:7](=[N:25]/[O:26][CH2:27][CH3:28])/[C:8]([NH:10][C@@H:11]2[C:23](=[O:24])[N:13]3[C:14]([C:20]([O-:22])=[O:21])=[C:15]([CH2:18]O)[CH2:16][S:17][C@H:12]23)=[O:9])[N:6]=1.[Na+].[NH:30]([CH2:34][CH2:35][N:36]1[C:40]([SH:41])=[N:39][N:38]=[N:37]1)[C:31]([NH2:33])=[NH:32]>CN(C=O)C>[NH2:1][C:2]1[S:3][CH:4]=[C:5](/[C:7](=[N:25]/[O:26][CH2:27][CH3:28])/[C:8]([NH:10][C@@H:11]2[C:23](=[O:24])[N:13]3[C:14]([C:20]([OH:22])=[O:21])=[C:15]([CH2:18][S:41][C:40]4[N:36]([CH2:35][CH2:34][NH:30][C:31]([NH2:33])=[NH:32])[N:37]=[N:38][N:39]=4)[CH2:16][S:17][C@H:12]23)=[O:9])[N:6]=1 |f:0.1|. Reactants: NC=1SC=C(N1)/C(/C(=O)N[C@H]1[C@@H]2N(C(=C(CS2)CO)C(=O)[O-])C1=O)=N/OCC.[Na+] (sodium 7β-[2-(2-aminothiazol-4-yl)-(Z)-2-ethoxyiminoacetamido]-3-hydroxymethyl -3-cephem-4-carboxylate), N(C(=N)N)CCN1N=NN=C1S (1-(2-guanidinoethyl) -5-mercapto-1H-tetrazole), ethyl o-phenylenephosphate. The product is NC=1SC=C(N1)/C(/C(=O)N[C@H]1[C@@H]2N(C(=C(CS2)CSC2=NN=NN2CCNC(=N)N)C(=O)O)C1=O)=N/OCC (7β-[2-(2-Aminothiazol-4-yl)-(Z)-2-ethoxyiminoacetamido]-3-[[1-(2-guanidinoethyl)-1H-tetrazol-5-yl]thiomethyl]-3-cephem-4-carboxylic acid). Yield: 53.7%. Reactants: B, C1CCOC1, CSC, Cl, NC(=O)Cc1ccc(N)cc1, CCN(CC)C(=O)Cc1ccc(N)cc1, [Na+], [OH-]. The product is CCN(CC)CCc1ccc(N)cc1. RXN SMILES: [BH3:30].[CH2:34]1[O:35][CH2:36][CH2:37][CH2:38]1.[CH3:27][S:28][CH3:29].[ClH:31].[NH2:16][c:17]1[cH:18][cH:19][c:20]([CH2:21][C:22]([NH2:23])=[O:24])[cH:25][cH:26]1.[NH2:1][c:2]1[cH:3][cH:4][c:5]([CH2:8][C:9](=[O:10])[N:11]([CH2:12][CH3:13])[CH2:14][CH3:15])[cH:6][cH:7]1.[Na+:33].[OH-:32]>>[NH2:1][c:2]1[cH:3][cH:4][c:5]([CH2:8][CH2:9][N:11]([CH2:12][CH3:13])[CH2:14][CH3:15])[cH:6][cH:7]1. Starting materials: Cc1cc(CC(NC(=O)OC(C)(C)C)c2ncc[nH]2)cc2cn(COCC[Si](C)(C)C)nc12, O=C([O-])[O-], CN(C)C=O, Fc1ccc(CBr)cc1, [K+], [K+]. Product: Cc1cc(CC(NC(=O)OC(C)(C)C)c2nccn2Cc2ccc(F)cc2)cc2cn(COCC[Si](C)(C)C)nc12. Reaction SMILES: [C:1]([CH3:2])([CH3:3])([CH3:4])[O:5][C:6]([NH:7][CH:8]([CH2:9][c:10]1[cH:11][c:12]2[cH:13][n:14]([CH2:20][O:21][CH2:22][CH2:23][Si:24]([CH3:25])([CH3:26])[CH3:27])[n:15][c:16]2[c:17]([CH3:19])[cH:18]1)[c:28]1[nH:29][cH:30][cH:31][n:32]1)=[O:33].[C:43](=[O:44])([O-:45])[O-:46].[CH3:49][N:50]([CH3:51])[CH:52]=[O:53].[F:34][c:35]1[cH:36][cH:37][c:38]([CH2:39][Br:40])[cH:41][cH:42]1.[K+:47].[K+:48]>>[C:1]([CH3:2])([CH3:3])([CH3:4])[O:5][C:6]([NH:7][CH:8]([CH2:9][c:10]1[cH:11][c:12]2[cH:13][n:14]([CH2:20][O:21][CH2:22][CH2:23][Si:24]([CH3:25])([CH3:26])[CH3:27])[n:15][c:16]2[c:17]([CH3:19])[cH:18]1)[c:28]1[n:29][cH:30][cH:31][n:32]1[CH2:39][c:38]1[cH:37][cH:36][c:35]([F:34])[cH:42][cH:41]1)=[O:33]. The reactants are COCCOc1cc2ncnc(Sc3cccc(N)c3)c2cc1OC, CN(C)c1ccncc1, CCN(C(C)C)C(C)C, CC(C)(F)c1cc(NC(=O)Oc2ccccc2)on1. The product is COCCOc1cc2ncnc(Sc3cccc(NC(=O)Nc4cc(C(C)(C)F)no4)c3)c2cc1OC. As a reaction SMILES: [CH3:20][O:21][c:22]1[cH:23][c:24]2[c:25]([S:37][c:38]3[cH:39][c:40]([NH2:41])[cH:42][cH:43][cH:44]3)[n:26][cH:27][n:28][c:29]2[cH:30][c:31]1[O:32][CH2:33][CH2:34][O:35][CH3:36].[CH3:54][N:55]([c:56]1[cH:57][cH:58][n:59][cH:60][cH:61]1)[CH3:62].[CH:45]([N:46]([CH:47]([CH3:48])[CH3:49])[CH2:50][CH3:51])([CH3:52])[CH3:53].[F:1][C:2]([CH3:3])([CH3:4])[c:5]1[n:6][o:7][c:8]([NH:10][C:11]([O:12][c:13]2[cH:14][cH:15][cH:16][cH:17][cH:18]2)=[O:19])[cH:9]1>>[F:1][C:2]([CH3:3])([CH3:4])[c:5]1[n:6][o:7][c:8]([NH:10][C:11](=[O:19])[NH:41][c:40]2[cH:39][c:38]([S:37][c:25]3[c:24]4[cH:23][c:22]([O:21][CH3:20])[c:31]([O:32][CH2:33][CH2:34][O:35][CH3:36])[cH:30][c:29]4[n:28][cH:27][n:26]3)[cH:44][cH:43][cH:42]2)[cH:9]1. Starting materials: FC(C(=C)C1=CC=C(C=C1)OC)(F)F (4-[1-(trifluoromethyl)vinyl]-1-methoxybenzene). Reagents/catalysts: [Pd] (Pd/C). Solvent: C(C)(=O)O (acetic acid). Product: FC(C(C)C1=CC=C(C=C1)O)(F)F (4-(2,2,2-trifluoro-1-methylethyl)phenol). As a reaction SMILES: [F:1][C:2]([F:14])([F:13])[C:3]([C:5]1[CH:10]=[CH:9][C:8]([O:11]C)=[CH:7][CH:6]=1)=[CH2:4]>C(O)(=O)C.[Pd]>[F:1][C:2]([F:13])([F:14])[CH:3]([C:5]1[CH:10]=[CH:9][C:8]([OH:11])=[CH:7][CH:6]=1)[CH3:4]. Procedure: At 60 to 70° C. and under atmospheric pressure, 9.2 g of 4-[1-(trifluoromethyl)vinyl]-1-methoxybenzene in 50 ml of glacial acetic acid were hydrogenated in the presence of 0.26 g of Pd/C (10%) until no further uptake was visible. The catalyst was filtered off, the reaction solution was mixed with 22.7 g of aqueous hydrobromic acid (48%) and heated under reflux for 21 h. The reaction solution was concentrated, taken up in ethyl acetate, washed with aqueous sodium hydrogen carbonate, dried and con...